describe an organic reaction: reactants, conditions, products, and yield From a dataset of the Open Reaction Database (ORD), a public repository of structured organic reaction records. Reaction SMILES: [CH2:41]([Cl:42])[Cl:43].[CH3:21][N:22]([CH3:23])[CH:24]=[O:25].[CH3:32][Si:33]([CH3:34])([CH3:35])[NH:36][Si:37]([CH3:38])([CH3:39])[CH3:40].[CH3:44][OH:45].[Cl:1][c:2]1[c:3]([N+:18](=[O:19])[O-:20])[cH:4][c:5]([CH:8]([C:9](=[O:10])[OH:11])[CH2:12][CH:13]2[CH2:14][CH2:15][CH2:16][CH2:17]2)[cH:6][cH:7]1.[Cl:26][C:27]([C:28]([Cl:29])=[O:30])=[O:31]>>[Cl:1][c:2]1[c:3]([N+:18](=[O:19])[O-:20])[cH:4][c:5]([CH:8]([C:9](=[O:10])[NH2:22])[CH2:12][CH:13]2[CH2:14][CH2:15][CH2:16][CH2:17]2)[cH:6][cH:7]1. The product is NC(=O)C(CC1CCCC1)c1ccc(Cl)c([N+](=O)[O-])c1. Starting materials: ClCCl, CN(C)C=O, C[Si](C)(C)N[Si](C)(C)C, CO, O=C(O)C(CC1CCCC1)c1ccc(Cl)c([N+](=O)[O-])c1, O=C(Cl)C(=O)Cl. The reactants are C(C1=CC=CC=C1)OC1=CC(N(C=C1)CC(=O)C1=C(C=C(C=C1)CO)C)=O (4-Benzyloxy-1-[2-(4-hydroxymethyl-2-methyl-phenyl)-2-oxo-ethyl]-1H-pyridin-2-one), COC=1C=CC(=NC1)COC1=CC(NC=C1)=O (4-(5-Methoxy-pyridin-2-ylmethoxy)-1H-pyridin-2-one). Product: OCC1=CC(=C(C=C1)C(CN1C(C=C(C=C1)OCC1=NC=C(C=C1)OC)=O)=O)C (1-[2-(4-Hydroxymethyl-2-methyl-phenyl)-2-oxo-ethyl]-4-(5-methoxy-pyridin-2-ylmethoxy)-1H-pyridin-2-one). Isolated yield 59.0%. Reaction SMILES: C(OC1C=CN([CH2:15][C:16]([C:18]2[CH:23]=[CH:22][C:21]([CH2:24][OH:25])=[CH:20][C:19]=2[CH3:26])=[O:17])C(=O)C=1)C1C=CC=CC=1.[CH3:28][O:29][C:30]1[CH:31]=[CH:32][C:33]([CH2:36][O:37][C:38]2[CH:43]=[CH:42][NH:41][C:40](=[O:44])[CH:39]=2)=[N:34][CH:35]=1>>[OH:25][CH2:24][C:21]1[CH:22]=[CH:23][C:18]([C:16](=[O:17])[CH2:15][N:41]2[CH:42]=[CH:43][C:38]([O:37][CH2:36][C:33]3[CH:32]=[CH:31][C:30]([O:29][CH3:28])=[CH:35][N:34]=3)=[CH:39][C:40]2=[O:44])=[C:19]([CH3:26])[CH:20]=1. Procedure: 1-[2-(4-Hydroxymethyl-2-methyl-phenyl)-2-oxo-ethyl]-4-(5-methoxy-pyridin-2-ylmethoxy)-1H-pyridin-2-one is prepared following preparation 1c employing 4-(5-methoxy-pyridin-2-ylmethoxy)-1H-pyridin-2-one (preparation 11b) instead of 4-benzyloxy-1H-pyridin-2-one.